Dataset: the Open Reaction Database (ORD), a public repository of structured organic reaction records. Task: describe an organic reaction: reactants, conditions, products, and yield Reaction SMILES: [CH3:1][C:2]1[CH:7]=[CH:6][C:5]([C:8]2[N:17]=[C:16]([C:18](O)=[O:19])[C:15]3[C:10](=[CH:11][CH:12]=[CH:13][CH:14]=3)[N:9]=2)=[CH:4][CH:3]=1.Cl.[OH:22][C:23]1[C:32]([O:33][CH3:34])=[CH:31][CH:30]=[C:29]2[C:24]=1[CH2:25][CH2:26][NH:27][CH2:28]2>>[CH3:1][C:2]1[CH:7]=[CH:6][C:5]([C:8]2[N:17]=[C:16]([C:18]([N:27]3[CH2:26][CH2:25][C:24]4[C:29](=[CH:30][CH:31]=[C:32]([O:33][CH3:34])[C:23]=4[OH:22])[CH2:28]3)=[O:19])[C:15]3[C:10](=[CH:11][CH:12]=[CH:13][CH:14]=3)[N:9]=2)=[CH:4][CH:3]=1 |f:1.2|. The product is CC1=CC=C(C=C1)C1=NC2=CC=CC=C2C(=N1)C(=O)N1CC2=CC=C(C(=C2CC1)O)OC (2-[[2-(4-methylphenyl)quinazolin-4-yl]carbonyl]-5-hydroxy-6-methoxy-1,2,3,4-tetrahydroisoquinoline). Reactants: CC1=CC=C(C=C1)C1=NC2=CC=CC=C2C(=N1)C(=O)O (2-(4-methylphenyl)quinazoline-4-carboxylic acid), Cl.OC1=C2CCNCC2=CC=C1OC (5-hydroxy-6-methoxy-1,2,3,4-tetrahydroisoquinoline hydrochloride). Isolated yield 36.0%. Procedure: Reaction of 2-(4-methylphenyl)quinazoline-4-carboxylic acid with 5-hydroxy-6-methoxy-1,2,3,4-tetrahydroisoquinoline hydrochloride gave compound 12 (36% yield) as a white solid. 1H NMR (300 MHz, DMSO-d6) δ 2.41 (s, 3H), 2.63 and 2.90 (2t, 2H), 3.47 and 4.03 (2t, 2H), 3.74 and 3.80 (2s, 3H), 4.38 and 4.92 (2s, 2H), 6.32 and 6.77 (2d, 1H), 6.70 and 6.91 (2d, 1H), 7.36-7.41 (m, 2H), 7.67-7.77 (m, 1H), 7.84-7.95 (2d, 1H), 8.04-8.15 (m, 2H), 8.39-8.45 (m, 2H), 8.68 and 8.72 (2s, 1H); MS (ESI) m/z 426 ... Starting materials: N[C@H]1[C@@H]2N(C(=C(CS2)COC(CC(C)=O)=O)C(=O)O)C1=O (7β-amino-3-(3-oxobutyryloxy)methyl-3-cephem-4-carboxylic acid), C(O)([O-])=O.[Na+] (sodium hydrogen carbonate), SC=1SC(=NN1)C (2-mercapto-5-methyl-1,3,4-thiadiazole), resultant solution. The solvent is O (water). Conditions: temperature 60 celsius, time 1 hour. Yields the product N[C@H]1[C@@H]2N(C(=C(CS2)CSC2=NN=C(S2)C)C(=O)O)C1=O (7β-amino-3-(2-methyl-1,3,4-thiadiazol-5-yl)thiomethyl-3-cephem-4-carboxylic acid). Yield: 84.3%. As a reaction SMILES: [NH2:1][C@@H:2]1[C:20](=[O:21])[N:4]2[C:5]([C:17]([OH:19])=[O:18])=[C:6]([CH2:9]OC(=O)CC(=O)C)[CH2:7][S:8][C@H:3]12.C(=O)([O-])O.[Na+].[SH:27][C:28]1[S:29][C:30]([CH3:33])=[N:31][N:32]=1>O>[NH2:1][C@@H:2]1[C:20](=[O:21])[N:4]2[C:5]([C:17]([OH:19])=[O:18])=[C:6]([CH2:9][S:27][C:28]3[S:29][C:30]([CH3:33])=[N:31][N:32]=3)[CH2:7][S:8][C@H:3]12 |f:1.2|. Procedure details: In water (30 ml) was dissolved 7β-amino-3-(3-oxobutyryloxy)methyl-3-cephem-4-carboxylic acid (3.14 g) together-with sodium hydrogen carbonate (1.84 g) and 2-mercapto-5-methyl-1,3,4-thiadiazole (1.6 g) and the resultant solution was adjusted its pH to 6.4, followed by stirring for one hour at 60° C. After cooling, the reaction solution was washed with dichloromethane and pH of the aqueous layer was adjusted to 3.5 under ice-cooling, followed by stirring for one hour. The precipitated materials we... Reactants: BrCc1ccccc1, O=C([O-])[O-], CC(C)C(NC(=O)OC(C)(C)C)C(=O)O, CN(C)C=O, [Cs+], [Cs+]. Product: CC(C)C(NC(=O)OC(C)(C)C)C(=O)OCc1ccccc1. Reaction SMILES: [Br:22][CH2:23][c:24]1[cH:25][cH:26][cH:27][cH:28][cH:29]1.[C:16](=[O:17])([O-:18])[O-:19].[C:1]([CH3:2])([CH3:3])([CH3:4])[O:5][C:6](=[O:7])[NH:8][CH:9]([CH:10]([CH3:11])[CH3:12])[C:13](=[O:14])[OH:15].[CH3:30][N:31]([CH3:32])[CH:33]=[O:34].[Cs+:20].[Cs+:21]>>[C:1]([CH3:2])([CH3:3])([CH3:4])[O:5][C:6](=[O:7])[NH:8][CH:9]([CH:10]([CH3:11])[CH3:12])[C:13]([O:14][CH2:23][c:24]1[cH:25][cH:26][cH:27][cH:28][cH:29]1)=[O:15]. Reactants: NC1=C(C=NN1CC(OCC)OCC)C#N (5-amino-4-cyano-1-(2,2-diethoxyethyl)-pyrazole). The solvent is Cl (hydrochloric acid). Reaction conditions: time 0.5 hour. Product: C(#N)C1=C2N(N=C1)C=CN2 (7-cyano-1H-imidazo[1,2-b]pyrazole). Yield: 91.5%. As a reaction SMILES: [NH2:1][C:2]1[N:6]([CH2:7][CH:8](OCC)OCC)[N:5]=[CH:4][C:3]=1[C:15]#[N:16]>Cl>[C:15]([C:3]1[CH:4]=[N:5][N:6]2[CH:7]=[CH:8][NH:1][C:2]=12)#[N:16]. Procedure: A solution of 5-amino-4-cyano-1-(2,2-diethoxyethyl)-pyrazole (23 g) in lN hydrochloric acid (205 ml) was heated at 60-70° C. The mixture was stirred for 0.5 hour at the same condition. The reaction mixture was cooled under ice-water and the resultant solid was collected by filtration, washed with ice-water and dried over phosphorus pentoxide in vacuo to the crude product. The product was crystallized from ethanol (400 ml) to give 7-cyano-1H-imidazo[1,2-b]pyrazole (12.4 g). Starting materials: Cl.CN(CCCN=C=NCC)C (N-(3-dimethylaminopropyl)-N′-ethylcarbodiimide hydrochloride), C(C)(C)N(C(C)C)CC (N,N-diisopropylethylamine), N1CCOCC1 (Morpholine), COC=1C=C2C=3CC(COC3C=NC2=CC1)CN1C(CC(C1)NC(=O)C=1C=CC2=C(NC(CS2)=O)C1)C(=O)O (1-(6-methoxy-3,4-dihydro-2H-1-oxa-9-aza-phenanthren-3-ylmethyl)-4-[(3-oxo-3,4-dihydro-2H-benzo[1,4]thiazine-6-carbonyl)-amino]-pyrrolidine-2-carboxylic acid), ON1N=NC2=C1C=CC=C2 (1-hydroxybenzotriazole). The solvent is CN(C=O)C (N,N-dimethylformamide). Conditions: time 15 hour. Product: COC=1C=C2C=3CC(COC3C=NC2=CC1)CN1CC(CC1C(=O)N1CCOCC1)NC(=O)C=1C=CC2=C(NC(CS2)=O)C1 (3-oxo-3,4-dihydro-2H-benzo[1,4]thiazine-6-carboxylic acid [1-(6-methoxy-3,4-dihydro-2H-1-oxa-9-aza-phenanthren-3-ylmethyl)-5-(morpholine-4-carbonyl)-pyrrolidin-3-yl]-amide). As a reaction SMILES: [NH:1]1[CH2:6][CH2:5][O:4][CH2:3][CH2:2]1.[CH3:7][O:8][C:9]1[CH:10]=[C:11]2[C:20](=[CH:21][CH:22]=1)[N:19]=[CH:18][C:17]1[O:16][CH2:15][CH:14]([CH2:23][N:24]3[CH2:28][CH:27]([NH:29][C:30]([C:32]4[CH:33]=[CH:34][C:35]5[S:40][CH2:39][C:38](=[O:41])[NH:37][C:36]=5[CH:42]=4)=[O:31])[CH2:26][CH:25]3[C:43](O)=[O:44])[CH2:13][C:12]2=1.ON1C2C=CC=CC=2N=N1.Cl.CN(C)CCCN=C=NCC.C(N(CC)C(C)C)(C)C>CN(C)C=O>[CH3:7][O:8][C:9]1[CH:10]=[C:11]2[C:20](=[CH:21][CH:22]=1)[N:19]=[CH:18][C:17]1[O:16][CH2:15][CH:14]([CH2:23][N:24]3[CH:25]([C:43]([N:1]4[CH2:6][CH2:5][O:4][CH2:3][CH2:2]4)=[O:44])[CH2:26][CH:27]([NH:29][C:30]([C:32]4[CH:33]=[CH:34][C:35]5[S:40][CH2:39][C:38](=[O:41])[NH:37][C:36]=5[CH:42]=4)=[O:31])[CH2:28]3)[CH2:13][C:12]2=1 |f:3.4|. Procedure: Morpholine (2 μL, 0.024 mmol, 1.0 eq) is added at room temperature to a stirred solution of 1-(6-methoxy-3,4-dihydro-2H-1-oxa-9-aza-phenanthren-3-ylmethyl)-4-[(3-oxo-3,4-dihydro-2H-benzo[1,4]thiazine-6-carbonyl)-amino]-pyrrolidine-2-carboxylic acid (14 mg, 0.024 mmol, 1.0 eq) in N,N-dimethylformamide (2 mL), followed by 1-hydroxybenzotriazole (4 mg, 0.027 mmol, 1.1 eq), N-(3-dimethylaminopropyl)-N′-ethylcarbodiimide hydrochloride (5 mg, 0.028 mmol, 1.15 eq) and N,N-diisopropylethylamine (13 μL, ...